Dataset: the Open Reaction Database (ORD), a public repository of structured organic reaction records. Task: describe an organic reaction: reactants, conditions, products, and yield Reactants: O (water), COCCCCCCOC1=CC=C(C(=O)NN)C=C1 (4-(6-methoxy-n-hexyloxy)benzohydrazide), N1=CC=CC=C1 (pyridine), COC(=O)C1=CC=C(C(=O)Cl)C=C1 (4-methoxycarbonylbenzoyl chloride). Run in O1CCCC1 (tetrahydrofuran). Run at time 1 hour. The product is COCCCCCCOC1=CC=C(C(=O)NNC(C2=CC=C(C=C2)C(=O)OC)=O)C=C1 (N-[4-(6-methoxy-n-hexyloxy)benzoyl]-N′-(4-methoxycarbonylbenzoyl)hydrazine). Yield: 99.5%. As a reaction SMILES: [CH3:1][O:2][CH2:3][CH2:4][CH2:5][CH2:6][CH2:7][CH2:8][O:9][C:10]1[CH:19]=[CH:18][C:13]([C:14]([NH:16][NH2:17])=[O:15])=[CH:12][CH:11]=1.N1C=CC=CC=1.[CH3:26][O:27][C:28]([C:30]1[CH:38]=[CH:37][C:33]([C:34](Cl)=[O:35])=[CH:32][CH:31]=1)=[O:29].O>O1CCCC1>[CH3:1][O:2][CH2:3][CH2:4][CH2:5][CH2:6][CH2:7][CH2:8][O:9][C:10]1[CH:19]=[CH:18][C:13]([C:14]([NH:16][NH:17][C:34](=[O:35])[C:33]2[CH:32]=[CH:31][C:30]([C:28]([O:27][CH3:26])=[O:29])=[CH:38][CH:37]=2)=[O:15])=[CH:12][CH:11]=1. Procedure details: A mixture of 4-(6-methoxy-n-hexyloxy)benzohydrazide (106.82 g) and pyridine (162 ml) in tetrahydrofuran (1 L) at 0°‥5° C. was treated portionwise with 4-methoxycarbonylbenzoyl chloride 83.75 g) over 30 minutes. After a further 1 hour at 0°-5° C., and 2 hours at room temperature, tlc indicated completed reaction and the reaction mixture was poured into water (7 L). The resulting precipitate was collected by filtration, washed thoroughly with water, and dried under hi-vacuum at 50° C. to give N-[4...